This data is from the Open Reaction Database (ORD), a public repository of structured organic reaction records. The task is: describe an organic reaction: reactants, conditions, products, and yield Starting materials: [C@@H]1([C@H](O)[C@@H](O)[C@H](O)[C@H](O1)CO)OC1=NNC(=C1CC1=C(C=CC=C1)O)C(C)C (3-(β-D-glucopyranosyloxy)-4-(2-hydroxybenzyl)-5-isopropyl-1H-pyrazole), C(C)(=O)OC1=CC(=CC=C1)CBr (3-bromomethylphenyl acetate), C([O-])([O-])=O.[K+].[K+] (potassium carbonate), O (water). Solvent: CN(C=O)C (N,N-dimethylformamide). Conditions: time 13 hour. The product is C(C)(=O)OC=1C=C(COC2=C(CC=3C(=NNC3C(C)C)O[C@H]3[C@H](O)[C@@H](O)[C@H](O)[C@H](O3)CO)C=CC=C2)C=CC1 (4-[2-(3-acetyloxybenzyloxy)benzyl]-3-(β-D-glucopyranosyloxy)-5-isopropyl-1H-pyrazole). Reaction SMILES: [C@@H:1]1([O:12][C:13]2[C:17]([CH2:18][C:19]3[CH:24]=[CH:23][CH:22]=[CH:21][C:20]=3[OH:25])=[C:16]([CH:26]([CH3:28])[CH3:27])[NH:15][N:14]=2)[O:9][C@H:8]([CH2:10][OH:11])[C@@H:6]([OH:7])[C@H:4]([OH:5])[C@H:2]1[OH:3].[C:29]([O:32][C:33]1[CH:38]=[CH:37][CH:36]=[C:35]([CH2:39]Br)[CH:34]=1)(=[O:31])[CH3:30].C(=O)([O-])[O-].[K+].[K+].O>CN(C)C=O>[C:29]([O:32][C:33]1[CH:34]=[C:35]([CH:36]=[CH:37][CH:38]=1)[CH2:39][O:25][C:20]1[CH:21]=[CH:22][CH:23]=[CH:24][C:19]=1[CH2:18][C:17]1[C:13]([O:12][C@@H:1]2[O:9][C@H:8]([CH2:10][OH:11])[C@@H:6]([OH:7])[C@H:4]([OH:5])[C@H:2]2[OH:3])=[N:14][NH:15][C:16]=1[CH:26]([CH3:28])[CH3:27])(=[O:31])[CH3:30] |f:2.3.4|. Procedure: To a solution of 3-(β-D-glucopyranosyloxy)-4-(2-hydroxybenzyl)-5-isopropyl-1H-pyrazole (150 mg) in N,N-dimethylformamide (1 mL) were added 3-bromomethylphenyl acetate (131 mg) and potassium carbonate (105 mg), and the mixture was stirred at room temperature for 13 hours. The reaction mixture was poured into water, and the resulting mixture was extracted with ethyl acetate. The organic layer was washed with water and dried over anhydrous magnesium sulfate, and the solvent was removed under reduce... Reactants: substituting Intermediate 41, CC1=NC(=NC(=C1)C)N1CC2CCNC[C@H]12 ((1R,RS)8-(4,6-dimethyl-pyrimidin-2-yl)-3,8-diaza-bicyclo[4.2.0]octane), FC=1C=CC(=C(C(=O)O)C1)N1N=CC=N1 (5-fluoro-2-(2H-1,2,3-triazol-2-yl)benzoic acid), S1C(=CC=C1)C1=C(C(=O)O)C=CC=C1 (2-thiophene-2-yl-benzoic acid). The product is FC=1C=CC(=C(C1)C(=O)N1C[C@@H]2N(C[C@@H]2CC1)C1=NC=CC(=C1)C)N1N=CC=N1 ((1R,6S)-3-{[5-Fluoro-2-(2H-1,2,3-triazol-2-yl)phenyl]carbonyl}-8-(4-methylpyridin-2-yl)-3,8-diazabicyclo[4.2.0]octane). Reaction SMILES: C[C:2]1[CH:7]=[C:6]([CH3:8])N=[C:4]([N:9]2[C@@H:16]3[CH:11]([CH2:12][CH2:13][NH:14][CH2:15]3)[CH2:10]2)[N:3]=1.[F:17][C:18]1[CH:19]=[CH:20][C:21]([N:27]2[N:31]=[CH:30][CH:29]=[N:28]2)=[C:22]([CH:26]=1)[C:23](O)=[O:24].S1C=CC=[C:33]1C1C=CC=CC=1C(O)=O>>[F:17][C:18]1[CH:19]=[CH:20][C:21]([N:27]2[N:31]=[CH:30][CH:29]=[N:28]2)=[C:22]([C:23]([N:14]2[CH2:13][CH2:12][C@@H:11]3[C@@H:16]([N:9]([C:4]4[CH:33]=[C:6]([CH3:8])[CH:7]=[CH:2][N:3]=4)[CH2:10]3)[CH2:15]2)=[O:24])[CH:26]=1. Procedure: The title compound was prepared in a manner analogous to Example 1 substituting Intermediate 41 for (1R,RS)8-(4,6-dimethyl-pyrimidin-2-yl)-3,8-diaza-bicyclo[4.2.0]octane and 5-fluoro-2-(2H-1,2,3-triazol-2-yl)benzoic acid for 2-thiophene-2-yl-benzoic acid. MS (ESI) mass calcd. for O21H21FN6O, 392.4; m/z found, 393.2 [M+H]+. The reactants are [OH-].[Na+] (NaOH), C(C1=CC=CC=C1)(=O)NC1=C(C(=O)NC2=C(C(=O)OCC)C=CC=C2)C=CC=C1 (Ethyl 2-[2-(benzoylamino)benzoylamino]benzoate). The solvent is N1=CC=CC=C1 (pyridine), C(Cl)Cl (DCM). Conditions: time 3 hour. The product is C(C1=CC=CC=C1)(=O)NC1=C(C(=O)NC2=C(C(=O)O)C=CC=C2)C=CC=C1 (2-[[2-(Benzoylamino)benzoyl]amino]benzoic acid). Yield: 70.0%. RXN SMILES: [OH-].[Na+].[C:3]([NH:11][C:12]1[CH:31]=[CH:30][CH:29]=[CH:28][C:13]=1[C:14]([NH:16][C:17]1[CH:27]=[CH:26][CH:25]=[CH:24][C:18]=1[C:19]([O:21]CC)=[O:20])=[O:15])(=[O:10])[C:4]1[CH:9]=[CH:8][CH:7]=[CH:6][CH:5]=1>N1C=CC=CC=1.C(Cl)Cl>[C:3]([NH:11][C:12]1[CH:31]=[CH:30][CH:29]=[CH:28][C:13]=1[C:14]([NH:16][C:17]1[CH:27]=[CH:26][CH:25]=[CH:24][C:18]=1[C:19]([OH:21])=[O:20])=[O:15])(=[O:10])[C:4]1[CH:5]=[CH:6][CH:7]=[CH:8][CH:9]=1 |f:0.1|. Procedure details: NaOH (aq, 2 M, 0.7 mL) was added to a stirred solution of ester 23a (53.1 mg, 0.14 mmol) in pyridine (0.7 mL) at room temperature. After 3 h, the reaction was diluted with DCM and washed with HCl (3×, 1 M in brine), NaHCO3 (aq, sat), brine and dried over Na2SO4 before being purified by preparative HPLC to give acid 23b in 70% yield (35 mg). The reactants are [Ag+2], BrCc1ccccc1, Oc1ncc(Cl)cc1Br, O=C([O-])[O-], Cc1ccccc1. Product: Clc1cnc(OCc2ccccc2)c(Br)c1. As a reaction SMILES: [Ag+2:29].[Br:10][CH2:11][c:12]1[cH:13][cH:14][cH:15][cH:16][cH:17]1.[Br:1][c:2]1[c:3]([OH:9])[n:4][cH:5][c:6]([Cl:8])[cH:7]1.[C:25](=[O:26])([O-:27])[O-:28].[CH3:18][c:19]1[cH:20][cH:21][cH:22][cH:23][cH:24]1>>[Br:1][c:2]1[c:3]([O:9][CH2:11][c:12]2[cH:13][cH:14][cH:15][cH:16][cH:17]2)[n:4][cH:5][c:6]([Cl:8])[cH:7]1. Reactants: O=C1N(c2cn(C(c3ccccc3)(c3ccccc3)c3ccccc3)cn2)c2ccccc2C12CC2c1ccc(Cl)cc1, ClCCl, O=C(O)C(F)(F)F, [Na+], O=C([O-])O, O. Product: O=C1N(c2c[nH]cn2)c2ccccc2C12CC2c1ccc(Cl)cc1. As a reaction SMILES: [Cl:1][c:2]1[cH:3][cH:4][c:5]([CH:8]2[C:9]3([CH2:10]2)[C:11](=[O:43])[N:12]([c:19]2[n:20][cH:21][n:22]([C:24]([c:25]4[cH:26][cH:27][cH:28][cH:29][cH:30]4)([c:31]4[cH:32][cH:33][cH:34][cH:35][cH:36]4)[c:37]4[cH:38][cH:39][cH:40][cH:41][cH:42]4)[cH:23]2)[c:13]2[cH:14][cH:15][cH:16][cH:17][c:18]23)[cH:6][cH:7]1.[Cl:56][CH2:57][Cl:58].[F:44][C:45]([F:46])([F:47])[C:48]([OH:49])=[O:50].[Na+:55].[O-:51][C:52]([OH:53])=[O:54].[OH2:59]>>[Cl:1][c:2]1[cH:3][cH:4][c:5]([CH:8]2[C:9]3([CH2:10]2)[C:11](=[O:43])[N:12]([c:19]2[n:20][cH:21][nH:22][cH:23]2)[c:13]2[cH:14][cH:15][cH:16][cH:17][c:18]23)[cH:6][cH:7]1. Yields the product ClC=1C=C(C=CC1)C1=C(C(=CC=C1OC)CC=1C=CC(=NC1)N1[C@H](CC[C@@H]1C)C)F (5-(3′-Chloro-2-fluoro-6-methoxy-biphenyl-3-ylmethyl)-2-((2S,5S)-2,5-dimethyl-pyrrolidin-1-yl)-pyridine). The solvent is O (water). Reaction conditions: temperature 160 celsius. Procedure details: In an 8 mL vial equipped with a stir bar was placed 5-(3′Chloro-2-fluoro-6-methoxy-biphenyl-3-ylmethyl)-2-fluoro-pyridine (P-456, 100 mg, 0.289 mmol), (2S,5S)-2,5-dimethyl-pyrrolidine (176 mg, 1.30 mmol) and 1,8-diazabicyclo[5.4.0]undec-7-ene (367 uL, 2.60 mmol). The mixture was heated to 160° C. for 3 hours and then cooled to room temperature. The reaction mixture was treated with water (4 mL) and 1M HCl (6 mL). The aqueous portion was extracted with dichloromethane (2×30 mL), the organic porti... Reaction SMILES: [Cl:1][C:2]1[CH:3]=[C:4]([C:8]2[C:13]([O:14][CH3:15])=[CH:12][CH:11]=[C:10]([CH2:16][C:17]3[CH:18]=[CH:19][C:20](F)=[N:21][CH:22]=3)[C:9]=2[F:24])[CH:5]=[CH:6][CH:7]=1.[CH3:25][C@H:26]1[CH2:30][CH2:29][C@H:28]([CH3:31])[NH:27]1.N12CCCN=C1CCCCC2.Cl>O>[Cl:1][C:2]1[CH:3]=[C:4]([C:8]2[C:13]([O:14][CH3:15])=[CH:12][CH:11]=[C:10]([CH2:16][C:17]3[CH:18]=[CH:19][C:20]([N:27]4[C@@H:28]([CH3:31])[CH2:29][CH2:30][C@@H:26]4[CH3:25])=[N:21][CH:22]=3)[C:9]=2[F:24])[CH:5]=[CH:6][CH:7]=1. Starting materials: ClC=1C=C(C=CC1)C1=C(C(=CC=C1OC)CC=1C=CC(=NC1)F)F (5-(3′Chloro-2-fluoro-6-methoxy-biphenyl-3-ylmethyl)-2-fluoro-pyridine), Cl (HCl), C[C@@H]1N[C@H](CC1)C ((2S,5S)-2,5-dimethyl-pyrrolidine), N12CCCCCC2=NCCC1 (1,8-diazabicyclo[5.4.0]undec-7-ene). Starting materials: Br, CCCCNCc1ccc2cc(OC)ccc2c1, CC(=O)O. Product: CCCCNCc1ccc2cc(O)ccc2c1. RXN SMILES: [BrH:19].[CH2:1]([CH2:2][CH2:3][CH3:4])[NH:5][CH2:6][c:7]1[cH:8][c:9]2[cH:10][cH:11][c:12]([O:17][CH3:18])[cH:13][c:14]2[cH:15][cH:16]1.[CH3:20][C:21](=[O:22])[OH:23]>>[CH2:1]([CH2:2][CH2:3][CH3:4])[NH:5][CH2:6][c:7]1[cH:8][c:9]2[cH:10][cH:11][c:12]([OH:17])[cH:13][c:14]2[cH:15][cH:16]1. Starting materials: C(C=C)C1=C(C(=C(C=2C(C3=CC=CC=C3OC12)=O)C)Cl)O (4-allyl-2-chloro-3-hydroxy-1-methyl-9-oxo-9H-xanthene), ClC1=CC(=CC=C1)C(=O)OO (m-chloroperbenzoic acid), C(Cl)(Cl)Cl (chloroform), C([O-])([O-])=O.[K+].[K+] (potassium carbonate). Solvent: O (water). Conditions: time 5 hour. Yields the product ClC1=C(C=2C(C=3C=CC=CC3OC2C2=C1OC(C2)C(=O)O)=O)C (4-chloro-1,2-dihydro-5-methyl-6-oxo-6H-furo[2,3-c]xanthene-2-carboxylic acid). Yield: 52.0%. Reaction SMILES: [CH2:1]([C:4]1[C:17]2[O:16][C:15]3[C:10](=[CH:11][CH:12]=[CH:13][CH:14]=3)[C:9](=[O:18])[C:8]=2[C:7]([CH3:19])=[C:6]([Cl:20])[C:5]=1[OH:21])[CH:2]=C.ClC1C=CC=C(C(OO)=O)C=1.C(Cl)(Cl)Cl.[C:37](=[O:40])([O-])[O-:38].[K+].[K+]>O>[Cl:20][C:6]1[C:5]2[O:21][CH:2]([C:37]([OH:38])=[O:40])[CH2:1][C:4]=2[C:17]2[O:16][C:15]3[CH:14]=[CH:13][CH:12]=[CH:11][C:10]=3[C:9](=[O:18])[C:8]=2[C:7]=1[CH3:19] |f:3.4.5|. Procedure details: A mixture of 4-allyl-2-chloro-3-hydroxy-1-methyl-9-oxo-9H-xanthene (2.8 g), m-chloroperbenzoic acid (6.4 g) and chloroform (300 ml) was stirred at room temperature for 5 hours and thereafter left to stand overnight. To the mixture, potassium carbonate (20 g) and water (400 ml) were added and the resulting mixture was extracted with chloroform. The chloroform layer was dried and the solvent was distilled off. The residue was dissolved in acetone (500 ml) and, to the stirred solution, a mixture of... The reactants are C(C1=CC=CC=C1)OC1=CC=C(C=C1)O (4-(benzyloxy)phenol), C(=O)([O-])[O-].[K+].[K+] (K2CO3), ClCC(=C)C (3-chloro-2-methylpropene). The solvent is CC(=O)C (acetone). Reaction conditions: temperature 58 celsius, time 24 hour. Yields the product C(C1=CC=CC=C1)OC1=CC=C(C=C1)OCC(=C)C (1-(benzyloxy)-4-[(2-methyl-2-propenyl)oxy]benzene). The yield is 67.7%. RXN SMILES: [CH2:1]([O:8][C:9]1[CH:14]=[CH:13][C:12]([OH:15])=[CH:11][CH:10]=1)[C:2]1[CH:7]=[CH:6][CH:5]=[CH:4][CH:3]=1.C([O-])([O-])=O.[K+].[K+].Cl[CH2:23][C:24]([CH3:26])=[CH2:25]>CC(C)=O>[CH2:1]([O:8][C:9]1[CH:10]=[CH:11][C:12]([O:15][CH2:25][C:24]([CH3:26])=[CH2:23])=[CH:13][CH:14]=1)[C:2]1[CH:3]=[CH:4][CH:5]=[CH:6][CH:7]=1 |f:1.2.3|. Procedure: A mixture of 4-(benzyloxy)phenol (2.01 g, 10.1 mmol), K2CO3 (1.60 g, 11.6 mmol) and 3-chloro-2-methylpropene (93) (2.00 mL, 20.4 mmol) in anhydrous acetone (2.5 mL) was stirred in a sealed vial at 58° C. for 24 h. The resulting mixture was filtered, washing with CH2Cl2, and then the filtrate was evaporated to dryness and the residue was chromatographed on silica gel. Elution with petroleum ether firstly gave foreruns, and then further elution with 25% CH2Cl2/petroleum ether gave 1-(benzyloxy)-4-... Reactants: COC(=O)CC(=O)CC(=O)OC (Dimethyl 1,3-acetonedicarboxylate), CC(C)([O-])C.[K+] (potassium t-butoxide), FC(C#N)(F)F (trifluoroacetonitrile). Yields the product COC(=O)C1=C(NC(C=C1O)=O)C(F)(F)F (4-Hydroxy-6-oxo-2-trifluoromethyl-1,6-dihydro-pyridine-3-carboxylic Acid Methyl Ester). The solvent is C1CCOC1 (THF). Conditions: temperature 60 celsius, time 2 hour. Reaction SMILES: CO[C:3]([CH2:5][C:6]([CH2:8][C:9]([O:11][CH3:12])=[O:10])=[O:7])=[O:4].CC(C)([O-])C.[K+].[F:19][C:20]([F:24])([F:23])[C:21]#[N:22]>C1COCC1>[CH3:12][O:11][C:9]([C:8]1[C:6]([OH:7])=[CH:5][C:3](=[O:4])[NH:22][C:21]=1[C:20]([F:24])([F:23])[F:19])=[O:10] |f:1.2|. Procedure details: Dimethyl 1,3-acetonedicarboxylate (34.8 g, 0.2 mol) is slowly added to a solution of potassium t-butoxide (22.4 g, 0.2 mol) in THF (300 mL) at 60° C. After addition, the reaction mixture is stirred at 60° C. for 2 hours. The reaction is allowed to cool to 40° C. and trifluoroacetonitrile gas (100 g, 1.05 mol) is slowly bubbled slowly into the above mixture. The reaction temperature is maintained at 50° C. overnight. The volatile material is removed in vacuo. The residue is dissolved in water (20...